From a dataset of the Open Reaction Database (ORD), a public repository of structured organic reaction records. describe an organic reaction: reactants, conditions, products, and yield Starting materials: FC=1C=C2C(=NC(=NC2=CC1)C1=C(C=CC=C1)O)N1C[C@@H](CC1)NC(O[C@@H]1COCC1)=O ((S)-tetrahydrofuran-3-yl (R)-1-(6-fluoro-2-(2-hydroxyphenyl)quinazolin-4-yl)pyrrolidin-3-ylcarbamate), C(Cl)Cl (CH2Cl2), Cl (HCl). The solvent is CCOCC (ether), CCOCC (ether). Conditions: time 1 hour. The product is Cl.FC=1C=C2C(=NC(=NC2=CC1)C1=C(C=CC=C1)O)N1C[C@@H](CC1)NC(O[C@@H]1COCC1)=O ((S)-tetrahydrofuran-3-yl (R)-1-(6-fluoro-2-(2-hydroxyphenyl)quinazolin-4-yl)pyrrolidin-3-ylcarbamate hydrochloride). RXN SMILES: [F:1][C:2]1[CH:3]=[C:4]2[C:9](=[CH:10][CH:11]=1)[N:8]=[C:7]([C:12]1[CH:17]=[CH:16][CH:15]=[CH:14][C:13]=1[OH:18])[N:6]=[C:5]2[N:19]1[CH2:23][CH2:22][C@@H:21]([NH:24][C:25](=[O:32])[O:26][C@H:27]2[CH2:31][CH2:30][O:29][CH2:28]2)[CH2:20]1.C(Cl)[Cl:34].Cl>CCOCC>[ClH:34].[F:1][C:2]1[CH:3]=[C:4]2[C:9](=[CH:10][CH:11]=1)[N:8]=[C:7]([C:12]1[CH:17]=[CH:16][CH:15]=[CH:14][C:13]=1[OH:18])[N:6]=[C:5]2[N:19]1[CH2:23][CH2:22][C@@H:21]([NH:24][C:25](=[O:32])[O:26][C@H:27]2[CH2:31][CH2:30][O:29][CH2:28]2)[CH2:20]1 |f:4.5|. Procedure: To a mixture of (S)-tetrahydrofuran-3-yl (R)-1-(6-fluoro-2-(2-hydroxyphenyl)quinazolin-4-yl)pyrrolidin-3-ylcarbamate (250 mg, 0.57 mmol) and CH2Cl2 (25 mL) was added a 2.0 M HCl solution in ether (0.285 mL, 0.57 mmol). After the addition of ether (40 mL), the reaction was stirred for 1 h. The resulting solid was filtered and dried to afford (S)-tetrahydrofuran-3-yl (R)-1-(6-fluoro-2-(2-hydroxyphenyl)quinazolin-4-yl)pyrrolidin-3-ylcarbamate hydrochloride. LC/MS: m/z 439.5 (M+H)+ at 2.25 min (10%-... Procedure details: To a solution of 7-bromo-3,4-dihydro-2H-benzo[b][1,4]dioxepine (1.7 g, 7.4 mmol) in THF (10 mL) was added a solution of n-butyllitium in hexane (2.6 mL, 2.5 N, 6.5 mmol) at −78° C. and kept for 20 min. To the mixture was added a solution of 3,5-dimethoxy-benzaldehyde (1.0 g, 6.0 mmol) in THF (10 mL) at −78° C. After 2 h, isopropanol (2 mL) and water (10 mL) was added to the mixture, and the cold bath was removed. The mixture was stirred at room temperature for 20 min. The mixture was extracted w... The reactants are COC=1C=C(C=O)C=C(C1)OC (3,5-dimethoxy-benzaldehyde), BrC1=CC2=C(OCCCO2)C=C1 (7-bromo-3,4-dihydro-2H-benzo[b][1,4]dioxepine), C(CCC)[Li] (n-butyllitium), CCCCCC (hexane). Product: O1C2=C(OCCC1)C=C(C=C2)C(O)C2=CC(=CC(=C2)OC)OC ((3,4-dihydro-2H-benzo[b][1,4]dioxepin-7-yl)-(3,5-dimethoxy-phenyl) -methanol). Run at time 20 minute. RXN SMILES: Br[C:2]1[CH:12]=[CH:11][C:5]2[O:6][CH2:7][CH2:8][CH2:9][O:10][C:4]=2[CH:3]=1.C([Li])CCC.CCCCCC.[CH3:24][O:25][C:26]1[CH:27]=[C:28]([CH:31]=[C:32]([O:34][CH3:35])[CH:33]=1)[CH:29]=[O:30]>C1COCC1.O.C(O)(C)C>[O:6]1[CH2:7][CH2:8][CH2:9][O:10][C:4]2[CH:3]=[C:2]([CH:29]([C:28]3[CH:31]=[C:32]([O:34][CH3:35])[CH:33]=[C:26]([O:25][CH3:24])[CH:27]=3)[OH:30])[CH:12]=[CH:11][C:5]1=2. Solvent: C1CCOC1 (THF), C1CCOC1 (THF), O (water), C(C)(C)O (isopropanol). The yield is 94.8%. Starting materials: CC1=CC(=C2C(=N1)N(C(=N2)CC)CC2=CC=C(C=C2)C(C(C(=O)OCC)C(=O)OCC)C2=CC=CC=C2)C (5,7-Dimethyl-3-[[4-[2,2-bis(ethoxycarbonyl)-1-phenylethyl]phenyl]methyl]-2-ethyl-3H-imidazo[4,5-b]pyridine), O (water), [H-].[Na+] (sodium hydride), CI (methyl iodide). Solvent: CN(C=O)C (dimethylformamide), CN(C=O)C (dimethylformamide). Reaction conditions: time 8 hour. Product: CC1=CC(=C2C(=N1)N(C(=N2)CC)CC2=CC=C(C=C2)C(C(C)(C(=O)OCC)C(=O)OCC)C2=CC=CC=C2)C (5,7-Dimethyl-3-[[4-[2,2-bis(ethoxycarbonyl)-2-methyl -1-phenylethyl]phenyl]methyl]-2-ethyl-3H-imidazo[4,5-b]pyridine). Isolated yield 76.4%. As a reaction SMILES: [H-].[Na+].[CH3:3][C:4]1[N:9]=[C:8]2[N:10]([CH2:15][C:16]3[CH:21]=[CH:20][C:19]([CH:22]([C:34]4[CH:39]=[CH:38][CH:37]=[CH:36][CH:35]=4)[CH:23]([C:29]([O:31][CH2:32][CH3:33])=[O:30])[C:24]([O:26][CH2:27][CH3:28])=[O:25])=[CH:18][CH:17]=3)[C:11]([CH2:13][CH3:14])=[N:12][C:7]2=[C:6]([CH3:40])[CH:5]=1.[CH3:41]I.O>CN(C)C=O>[CH3:3][C:4]1[N:9]=[C:8]2[N:10]([CH2:15][C:16]3[CH:17]=[CH:18][C:19]([CH:22]([C:34]4[CH:39]=[CH:38][CH:37]=[CH:36][CH:35]=4)[C:23]([C:29]([O:31][CH2:32][CH3:33])=[O:30])([C:24]([O:26][CH2:27][CH3:28])=[O:25])[CH3:41])=[CH:20][CH:21]=3)[C:11]([CH2:13][CH3:14])=[N:12][C:7]2=[C:6]([CH3:40])[CH:5]=1 |f:0.1|. Reported procedure: To a suspension of 55% sodium hydride in 103 mL of dimethylformamide, cooled with an ice bath, was added dropwise 13 g (25.3 mmol) of the compound obtained in example 59 dissolved in 51 mL of dimethylformamide, followed by 4.6 mL (75.9 mmol) of methyl iodide. After the addition was complete, the reaction mixture was stirred at room temperature overnight. Then, water was added and the solvent was removed. The residue was taken up in ethyl acetate and washed with brine. The organic phase was dried... The reactants are ice, C(=O)([O-])[O-].[K+].[K+] (K2CO3), CN(C=1C(=CC(=CC1)O)C)C (4-dimethylamino-m-cresol), ClCC#N (chloroacetonitrile), CS(=O)C (dimethylsulfoxide). Run in O (water). Conditions: time 3 hour. The product is CN(C1=C(C=C(C=C1)C)OCC#N)C (4-dimethylamino-m-tolyloxyacetonitrile). As a reaction SMILES: [CH3:1][N:2]([CH3:11])[C:3]1[C:4](C)=[CH:5][C:6](O)=[CH:7][CH:8]=1.ClC[C:14]#[N:15].[CH3:16]S(C)=O.[C:20]([O-:23])([O-])=O.[K+].[K+]>O>[CH3:11][N:2]([CH3:1])[C:3]1[CH:8]=[CH:7][C:6]([CH3:16])=[CH:5][C:4]=1[O:23][CH2:20][C:14]#[N:15] |f:3.4.5|. Procedure: 30.2 Grams of 4-dimethylamino-m-cresol and 16.0 grams of chloroacetonitrile were dissolved in 50 ml. of dimethylsulfoxide. Anhydrous K2CO3 (39.6 g) was added as a catalyst. The mixture was heated with stirring to 70°-80° C. for three hours. The reaction mixture was poured into approximately 2 liters of a ice and water mixture. The product was extracted with methylene chloride. The extract was dried with SEA SORB® and activated charcoal and the resulting mixture was filtered. The filtrate was dri... The reactants are COc1cc2c(Cl)ccnc2cc1OCc1ccccc1, Cc1cc(O)c(-c2ccccc2)nc1C, CN(C)c1ccncc1, Clc1ccccc1Cl, O. Product: COc1cc2c(Oc3cc(C)c(C)nc3-c3ccccc3)ccnc2cc1OCc1ccccc1. As a reaction SMILES: [CH2:16]([c:17]1[cH:18][cH:19][cH:20][cH:21][cH:22]1)[O:23][c:24]1[c:25]([O:35][CH3:36])[cH:26][c:27]2[c:28]([Cl:34])[cH:29][cH:30][n:31][c:32]2[cH:33]1.[CH3:1][c:2]1[cH:3][c:4]([OH:15])[c:5](-[c:9]2[cH:10][cH:11][cH:12][cH:13][cH:14]2)[n:6][c:7]1[CH3:8].[CH3:38][N:39]([CH3:40])[c:41]1[cH:42][cH:43][n:44][cH:45][cH:46]1.[Cl:47][c:48]1[cH:49][cH:50][cH:51][cH:52][c:53]1[Cl:54].[OH2:37]>>[CH3:1][c:2]1[cH:3][c:4]([O:15][c:28]2[c:27]3[cH:26][c:25]([O:35][CH3:36])[c:24]([O:23][CH2:16][c:17]4[cH:18][cH:19][cH:20][cH:21][cH:22]4)[cH:33][c:32]3[n:31][cH:30][cH:29]2)[c:5](-[c:9]2[cH:10][cH:11][cH:12][cH:13][cH:14]2)[n:6][c:7]1[CH3:8]. Reactants: FC1=CC=C(C=C1)C=1N=C2OC=CN2C1C(C)=O (1-[6-(4-fluorophenyl)imidazo[2,1-b][1,3]oxazol-5-yl]ethanone), COC(N(C)C)OC (dimethylformamide dimethylacetal). Product: CN(C=CC(=O)C1=C(N=C2OC=CN21)C2=CC=C(C=C2)F)C (3-(dimethylamino)-1-[6-(4-fluorophenyl)imidazo[2,1-b][1,3]oxazol-5-yl]prop-2-en-1-one). Isolated yield 87.0%. Reaction SMILES: [F:1][C:2]1[CH:7]=[CH:6][C:5]([C:8]2[N:9]=[C:10]3[N:14]([C:15]=2[C:16](=[O:18])[CH3:17])[CH:13]=[CH:12][O:11]3)=[CH:4][CH:3]=1.CO[CH:21](OC)[N:22]([CH3:24])[CH3:23]>>[CH3:21][N:22]([CH3:24])[CH:23]=[CH:17][C:16]([C:15]1[N:14]2[C:10]([O:11][CH:12]=[CH:13]2)=[N:9][C:8]=1[C:5]1[CH:4]=[CH:3][C:2]([F:1])=[CH:7][CH:6]=1)=[O:18]. Reported procedure: A 2 L 3-neck round bottom flask is charged with 1-[6-(4-fluorophenyl)imidazo[2,1-b][1,3]oxazol-5-yl]ethanone (215 g, 0.88 mol) and dimethylformamide dimethylacetal (1.1 L). The mixture is refluxed for 5 hours and then cooled to room temperature. Solvent is removed under vacuum, and the resulting solid is filtered and washed with MTBE (methyl tert-butyl ether) to give the desired product (229.0 g) in 87% yield as light yellow solid. M.p.=187-189° C.; 300 MHz 1H NMR (CDCl3) δ 8.03 (s, 1H), 7.72-7....